This data is from the Open Reaction Database (ORD), a public repository of structured organic reaction records. The task is: describe an organic reaction: reactants, conditions, products, and yield The reactants are CC[O-], CCO, Cl, NO, [Na+], O, CCOC(=O)c1cnc(N2CC3C(C2)C3N(CCN2CCCC2=O)S(=O)(=O)c2ccc3ccccc3c2)nc1. Yields the product O=C(O)c1cnc(N2CC3C(C2)C3N(CCN2CCCC2=O)S(=O)(=O)c2ccc3ccccc3c2)nc1. RXN SMILES: [CH3:41][CH2:42][O-:43].[CH3:48][CH2:49][OH:50].[ClH:44].[NH2:45][OH:46].[Na+:40].[OH2:47].[cH:1]1[c:2]([S:11](=[O:12])(=[O:13])[N:14]([CH:15]2[CH:16]3[CH2:17][N:18]([c:21]4[n:22][cH:23][c:24]([C:27](=[O:28])[O:29][CH2:30][CH3:31])[cH:25][n:26]4)[CH2:19][CH:20]23)[CH2:32][CH2:33][N:34]2[C:35](=[O:39])[CH2:36][CH2:37][CH2:38]2)[cH:3][cH:4][c:5]2[cH:6][cH:7][cH:8][cH:9][c:10]12>>[cH:1]1[c:2]([S:11](=[O:12])(=[O:13])[N:14]([CH:15]2[CH:16]3[CH2:17][N:18]([c:21]4[n:22][cH:23][c:24]([C:27](=[O:28])[OH:29])[cH:25][n:26]4)[CH2:19][CH:20]23)[CH2:32][CH2:33][N:34]2[C:35](=[O:39])[CH2:36][CH2:37][CH2:38]2)[cH:3][cH:4][c:5]2[cH:6][cH:7][cH:8][cH:9][c:10]12. Starting materials: Cn1c(=O)cc(Cl)c2c(=O)n(Cc3ccccc3)cnc21, CC1(C)c2cccc(P(c3ccccc3)c3ccccc3)c2Oc2c(P(c3ccccc3)c3ccccc3)cccc21, CC(C)(C)[O-], Nc1ccc([N+](=O)[O-])cc1F, [Na+], O=C(C=Cc1ccccc1)C=Cc1ccccc1, O=C(C=Cc1ccccc1)C=Cc1ccccc1, C1COCCO1, O=C(C=Cc1ccccc1)C=Cc1ccccc1, [Pd], [Pd]. The product is Cn1c(=O)cc(Nc2ccc([N+](=O)[O-])cc2F)c2c(=O)n(Cc3ccccc3)cnc21. Reaction SMILES: [CH2:1]([c:2]1[cH:3][cH:4][cH:5][cH:6][cH:7]1)[n:8]1[cH:9][n:10][c:11]2[c:12]([c:13]1=[O:14])[c:15]([Cl:21])[cH:16][c:17](=[O:20])[n:18]2[CH3:19].[CH3:33][C:34]1([CH3:35])[c:36]2[cH:37][cH:38][cH:39][c:40]([P:41]([c:42]3[cH:43][cH:44][cH:45][cH:46][cH:47]3)[c:48]3[cH:49][cH:50][cH:51][cH:52][cH:53]3)[c:54]2[O:55][c:56]2[c:57]1[cH:58][cH:59][cH:60][c:61]2[P:62]([c:63]1[cH:64][cH:65][cH:66][cH:67][cH:68]1)[c:69]1[cH:70][cH:71][cH:72][cH:73][cH:74]1.[CH3:75][C:76]([CH3:77])([O-:78])[CH3:79].[F:22][c:23]1[c:24]([NH2:25])[cH:26][cH:27][c:28]([N+:30](=[O:31])[O-:32])[cH:29]1.[Na+:80].[O:107]=[C:108]([CH:109]=[CH:110][c:111]1[cH:112][cH:113][cH:114][cH:115][cH:116]1)[CH:117]=[CH:118][c:119]1[cH:120][cH:121][cH:122][cH:123][cH:124]1.[O:125]=[C:126]([CH:127]=[CH:128][c:129]1[cH:130][cH:131][cH:132][cH:133][cH:134]1)[CH:135]=[CH:136][c:137]1[cH:138][cH:139][cH:140][cH:141][cH:142]1.[O:81]1[CH2:82][CH2:83][O:84][CH2:85][CH2:86]1.[O:89]=[C:90]([CH:91]=[CH:92][c:93]1[cH:94][cH:95][cH:96][cH:97][cH:98]1)[CH:99]=[CH:100][c:101]1[cH:102][cH:103][cH:104][cH:105][cH:106]1.[Pd:87].[Pd:88]>>[CH2:1]([c:2]1[cH:3][cH:4][cH:5][cH:6][cH:7]1)[n:8]1[cH:9][n:10][c:11]2[c:12]([c:13]1=[O:14])[c:15]([NH:25][c:24]1[c:23]([F:22])[cH:29][c:28]([N+:30](=[O:31])[O-:32])[cH:27][cH:26]1)[cH:16][c:17](=[O:20])[n:18]2[CH3:19]. Reactants: COC(=O)C1=C(C=NC2=CC=C(C=C12)OC)O (3-hydroxy-6-methoxyquinoline-4-carboxylic acid methyl ester), [H-].[Al+3].[Li+].[H-].[H-].[H-] (lithium aluminium hydride). The solvent is O1CCCC1 (tetrahydrofuran), O1CCCC1 (tetrahydrofuran). Conditions: temperature 0 celsius, time 1 hour. The product is OCC1=C(C=NC2=CC=C(C=C12)OC)O (4-hydroxymethyl-6-methoxy-quinolin-3-ol). The yield is 90.9%. As a reaction SMILES: C[O:2][C:3]([C:5]1[C:14]2[C:9](=[CH:10][CH:11]=[C:12]([O:15][CH3:16])[CH:13]=2)[N:8]=[CH:7][C:6]=1[OH:17])=O.[H-].[Al+3].[Li+].[H-].[H-].[H-]>O1CCCC1>[OH:2][CH2:3][C:5]1[C:14]2[C:9](=[CH:10][CH:11]=[C:12]([O:15][CH3:16])[CH:13]=2)[N:8]=[CH:7][C:6]=1[OH:17] |f:1.2.3.4.5.6|. Procedure: A solution of 3-hydroxy-6-methoxyquinoline-4-carboxylic acid methyl ester (5 g, 21.44 mmol, 1.0 eq) in tetrahydrofuran (40 mL) is added at 0° C. to a stirred solution of lithium aluminium hydride (1.63 g, 42.88 mmol, 2.0 eq) in tetrahydrofuran (200 mL). After 1 hour stirring at 0° C., the reaction mixture is cautiously quenched with ice-water (5 mL). After 30 minutes stirring at room temperature, the pH is adjusted to 6 by the addition of a 1N hydrochloric acid aqueous solution, the resulting mi... Starting materials: O=C([O-])[O-], CCOC(C)=O, CN(C)C(=O)c1cc2nccc(Cl)c2s1, O=[N+]([O-])c1ccc(O)c(F)c1, [K+], [K+], c1ccc(Oc2ccccc2)cc1. Yields the product CN(C)C(=O)c1cc2nccc(Oc3ccc([N+](=O)[O-])cc3F)c2s1. RXN SMILES: [C:16](=[O:17])([O-:18])[O-:19].[CH3:46][CH2:47][O:48][C:49]([CH3:50])=[O:51].[Cl:1][c:2]1[c:3]2[c:4]([n:5][cH:6][cH:7]1)[cH:8][c:9]([C:11](=[O:12])[N:13]([CH3:14])[CH3:15])[s:10]2.[F:22][c:23]1[c:24]([OH:32])[cH:25][cH:26][c:27]([N+:29](=[O:30])[O-:31])[cH:28]1.[K+:20].[K+:21].[O:33]([c:34]1[cH:35][cH:36][cH:37][cH:38][cH:39]1)[c:40]1[cH:41][cH:42][cH:43][cH:44][cH:45]1>>[c:2]1([O:32][c:24]2[c:23]([F:22])[cH:28][c:27]([N+:29](=[O:30])[O-:31])[cH:26][cH:25]2)[c:3]2[c:4]([n:5][cH:6][cH:7]1)[cH:8][c:9]([C:11](=[O:12])[N:13]([CH3:14])[CH3:15])[s:10]2. Starting materials: FC1=CC=C(OC2CN(C2)C(=O)N2CCN(CC2)CC2=CC=CC=C2)C=C1 (1-[3-(4-fluorophenoxy)-1-azetidinylcarbonyl]-4-(phenylmethyl)piperazine), C(\C=C\C(=O)O)(=O)O (fumaric acid). Solvent: C(C)(C)O (isopropanol), C(C)(C)O (isopropanol). The product is C(\C=C\C(=O)O)(=O)O.FC1=CC=C(OC2CN(C2)C(=O)N2CCN(CC2)CC2=CC=CC=C2)C=C1 (1-[3-(4-Fluorophenoxy)-1-azetidinylcarbonyl]-4-(phenylmethyl)piperazine fumarate). Isolated yield 91.3%. Reaction SMILES: [F:1][C:2]1[CH:27]=[CH:26][C:5]([O:6][CH:7]2[CH2:10][N:9]([C:11]([N:13]3[CH2:18][CH2:17][N:16]([CH2:19][C:20]4[CH:25]=[CH:24][CH:23]=[CH:22][CH:21]=4)[CH2:15][CH2:14]3)=[O:12])[CH2:8]2)=[CH:4][CH:3]=1.[C:28]([OH:35])(=[O:34])/[CH:29]=[CH:30]/[C:31]([OH:33])=[O:32]>C(O)(C)C>[C:28]([OH:35])(=[O:34])/[CH:29]=[CH:30]/[C:31]([OH:33])=[O:32].[F:1][C:2]1[CH:3]=[CH:4][C:5]([O:6][CH:7]2[CH2:8][N:9]([C:11]([N:13]3[CH2:14][CH2:15][N:16]([CH2:19][C:20]4[CH:25]=[CH:24][CH:23]=[CH:22][CH:21]=4)[CH2:17][CH2:18]3)=[O:12])[CH2:10]2)=[CH:26][CH:27]=1 |f:3.4|. Reported procedure: A 2.5 g portion of 1-[3-(4-fluorophenoxy)-1-azetidinylcarbonyl]-4-(phenylmethyl)piperazine was dissolved in isopropanol and treated with 0.8 g of fumaric acid dissolved in 2.5 ml of hot isopropanol. Upon cooling, the precipitate was collected by filtration, yielding 3 g (91.3%) of fine white crystals, m.p. 183°-184° C.